This data is from the Open Reaction Database (ORD), a public repository of structured organic reaction records. The task is: describe an organic reaction: reactants, conditions, products, and yield Reactants: COC(=O)CCCC1CCCCN1S(=O)(=O)c1c(C)cccc1Cl, CO, [Li+], [OH-], O. Yields the product Cc1cccc(Cl)c1S(=O)(=O)N1CCCCC1CCCC(=O)O. RXN SMILES: [CH3:1][O:2][C:3]([CH2:4][CH2:5][CH2:6][CH:7]1[N:8]([S:13](=[O:14])(=[O:15])[c:16]2[c:17]([Cl:23])[cH:18][cH:19][cH:20][c:21]2[CH3:22])[CH2:9][CH2:10][CH2:11][CH2:12]1)=[O:24].[CH3:28][OH:29].[Li+:25].[OH-:26].[OH2:27]>>[O:2]=[C:3]([CH2:4][CH2:5][CH2:6][CH:7]1[N:8]([S:13](=[O:14])(=[O:15])[c:16]2[c:17]([Cl:23])[cH:18][cH:19][cH:20][c:21]2[CH3:22])[CH2:9][CH2:10][CH2:11][CH2:12]1)[OH:24]. The reactants are SCCOCCS (2-mercaptoethyl ether), N(C1=CC=CC=C1)C1=CC=C(C=C1)NC(C=C)=O (N-(4-anilinophenyl) acrylamide), [OH-].[K+] (potassium hydroxide). The solvent is C(C)O (ethanol), C(C)O (ethanol). Run at time 5 minute. The product is N(C1=CC=CC=C1)C1=CC=C(C=C1)NC(CCSCCOCCSCCC(=O)NC1=CC=C(C=C1)NC1=CC=CC=C1)=O (N,N'-bis(4-anilinophenyl)-4,10-dithia-7-oxatridecanediamide). Reaction SMILES: [NH:1]([C:8]1[CH:13]=[CH:12][C:11]([NH:14][C:15](=[O:18])[CH:16]=[CH2:17])=[CH:10][CH:9]=1)[C:2]1[CH:7]=[CH:6][CH:5]=[CH:4][CH:3]=1.[SH:19][CH2:20][CH2:21][O:22][CH2:23][CH2:24][SH:25].[OH-:26].[K+]>C(O)C>[NH:1]([C:8]1[CH:9]=[CH:10][C:11]([NH:14][C:15](=[O:18])[CH2:16][CH2:17][S:19][CH2:20][CH2:21][O:22][CH2:23][CH2:24][S:25][CH2:17][CH2:16][C:15]([NH:14][C:11]2[CH:12]=[CH:13][C:8]([NH:1][C:2]3[CH:7]=[CH:6][CH:5]=[CH:4][CH:3]=3)=[CH:9][CH:10]=2)=[O:26])=[CH:12][CH:13]=1)[C:2]1[CH:3]=[CH:4][CH:5]=[CH:6][CH:7]=1 |f:2.3|. Procedure details: To a suspension of 100 grams of N-(4-anilinophenyl) acrylamide in 1200 milliliters of ethanol was added 29 grams of 2-mercaptoethyl ether. A solution of 5 grams of potassium hydroxide in 50 milliliters of ethanol was added at 20°C. Within 5 minutes the temperature began to rise, reaching a maximum of 29°C. after about 15 minutes. As the temperature began to rise, product began to precipitate. The reaction mixture was stirred for 1 hour and the solid product was then filtered off and allowed to d...